Dataset: the Open Reaction Database (ORD), a public repository of structured organic reaction records. Task: describe an organic reaction: reactants, conditions, products, and yield The reactants are C(CCC)NC(=O)NS(=O)(=O)CC1=C(C(=O)OC)C=CC=C1S(=O)(=O)N(C)C (2-[[[(n-Butyl)aminocarbonyl]aminosulfonyl]methyl]-3-(N,N-dimethylamino)sulfonylbenzoic acid, methyl ester), N12CCN(CC1)CC2 (1,4-diazabicyclo[2.2.2]octane), C(=O)(Cl)Cl (phosgene). The solvent is xylenes. Yields the product CN(C)S(=O)(=O)C1=C(C(=CC=C1)C(=O)OC)CS(=O)(=O)N=C=O (2-[(N,N-Dimethylamino)sulfonyl]-6-(methoxycarbonyl)phenylmethanesulfonyl isocyanate). Reaction SMILES: C(N[C:6]([NH:8][S:9]([CH2:12][C:13]1[C:22]([S:23]([N:26]([CH3:28])[CH3:27])(=[O:25])=[O:24])=[CH:21][CH:20]=[CH:19][C:14]=1[C:15]([O:17][CH3:18])=[O:16])(=[O:11])=[O:10])=[O:7])CCC.N12CCN(CC1)CC2.C(Cl)(Cl)=O>>[CH3:27][N:26]([S:23]([C:22]1[CH:21]=[CH:20][CH:19]=[C:14]([C:15]([O:17][CH3:18])=[O:16])[C:13]=1[CH2:12][S:9]([N:8]=[C:6]=[O:7])(=[O:11])=[O:10])(=[O:25])=[O:24])[CH3:28]. Procedure: A suspension of 7.4 g of the product from Example 15 and 0.1 g of 1,4-diazabicyclo[2.2.2]octane in 100 ml xylenes was heated to reflux temperature. To this solution was added 1.5 ml of phosgene at a rate that maintained the temperature above 130°. When the addition was complete, the turbid solution was heated at reflux temperature for about one hour, allowed to cool, and then filtered under an atmosphere of nitrogen. Removal of the solvent from the filtrate gave the product as a dark oil which w... The reactants are CC(C)(C#N)CCCCOc1ccc2nc(-c3ccccc3)n(-c3ccccc3)c2c1, [Na+], [OH-], O, O=S(=O)(O)O. Yields the product CC(C)(CCCCOc1ccc2nc(-c3ccccc3)n(-c3ccccc3)c2c1)C(N)=O. Reaction SMILES: [CH3:1][C:2]([C:3]#[N:4])([CH2:5][CH2:6][CH2:7][CH2:8][O:9][c:10]1[cH:11][cH:12][c:13]2[c:14]([n:15](-[c:24]3[cH:25][cH:26][cH:27][cH:28][cH:29]3)[c:16](-[c:18]3[cH:19][cH:20][cH:21][cH:22][cH:23]3)[n:17]2)[cH:30]1)[CH3:31].[Na+:34].[OH-:33].[OH2:32].[S:35](=[O:36])(=[O:37])([OH:38])[OH:39]>>[CH3:1][C:2]([C:3]([NH2:4])=[O:32])([CH2:5][CH2:6][CH2:7][CH2:8][O:9][c:10]1[cH:11][cH:12][c:13]2[c:14]([n:15](-[c:24]3[cH:25][cH:26][cH:27][cH:28][cH:29]3)[c:16](-[c:18]3[cH:19][cH:20][cH:21][cH:22][cH:23]3)[n:17]2)[cH:30]1)[CH3:31]. Starting materials: FC=1C=2C=CC=NC2C2=C(C1)OCCO2 (6-fluoro-2,3-dihydro[1,4]dioxino[2,3-h]quinoline), C(C=C)I (allyl iodide). Run in C1(=CC=CC=C1)C (toluene). Yields the product [I-].FC=1C=2C=CC=[N+](C2C2=C(C1)OCCO2)CC=C (6-Fluoro-10-(2-propen-1-yl)-2,3-dihydro[1,4]dioxino[2,3-h]quinolin-10-ium Iodide). The yield is 78.8%. Reaction SMILES: [F:1][C:2]1[C:3]2[CH:4]=[CH:5][CH:6]=[N:7][C:8]=2[C:9]2[O:15][CH2:14][CH2:13][O:12][C:10]=2[CH:11]=1.[CH2:16]([I:19])[CH:17]=[CH2:18]>C1(C)C=CC=CC=1>[I-:19].[F:1][C:2]1[C:3]2[CH:4]=[CH:5][CH:6]=[N+:7]([CH2:18][CH:17]=[CH2:16])[C:8]=2[C:9]2[O:15][CH2:14][CH2:13][O:12][C:10]=2[CH:11]=1 |f:3.4|. Procedure details: 6-fluoro-2,3-dihydro[1,4]dioxino[2,3-h]quinoline (2.78 g, 13.6 mmol) and allyl iodide (2.5 ml, 27.2 mmol) in toluene (50 ml) under argon was heated at 90° C. than at 120° C. for 5 h. The reaction was cooled to rt, the solvent decanted and the solid dried in the vacuum oven at 40° C. overnight to afford the desired product (4 g, 80%). Starting materials: resultant mixture, ClC=1C=CC(=C(N)C1)[N+](=O)[O-] (5-chloro-2-nitroaniline), C(CCC)N1CCNCC1 (1-n-butyl-piperazine), C([O-])([O-])=O.[K+].[K+] (potassium carbonate), O (water). Run in CN(C(C)=O)C (N,N-dimethylacetamide). Run at temperature 130 celsius, time 1 day. Yields the product C(CCC)N1CCN(CC1)C=1C=CC(=C(C1)N)[N+](=O)[O-] (5-(4-butyl-piperazin-1-yl)-2-nitro-phenylamine). Isolated yield 67.3%. RXN SMILES: Cl[C:2]1[CH:3]=[CH:4][C:5]([N+:9]([O-:11])=[O:10])=[C:6]([CH:8]=1)[NH2:7].[CH2:12]([N:16]1[CH2:21][CH2:20][NH:19][CH2:18][CH2:17]1)[CH2:13][CH2:14][CH3:15].C(=O)([O-])[O-].[K+].[K+].O>CN(C)C(=O)C>[CH2:12]([N:16]1[CH2:21][CH2:20][N:19]([C:2]2[CH:3]=[CH:4][C:5]([N+:9]([O-:11])=[O:10])=[C:6]([NH2:7])[CH:8]=2)[CH2:18][CH2:17]1)[CH2:13][CH2:14][CH3:15] |f:2.3.4|. Procedure: A mixture of 5-chloro-2-nitroaniline (4.05 g, 23.5 mmol), 1-n-butyl-piperazine (10.0 g, 70 mmol) and anhydrous potassium carbonate (3.6 g, 26 mmol) in N,N-dimethylacetamide (10 ml) was stirred at 130° C. under nitrogen for 1 day. Sample NMR analysis showed complete conversion of the starting material. The resultant mixture was then cooled to room temperature, poured into cold water and stirred vigorously for 3 hours. The resulting yellow brown precipitate was collected by filtration, washed well... Reactants: CCN(C(C)C)C(C)C (DIPEA), intermediate, C([O-])(O)=O.[Na+] (sodium bicarbonate), crude product, COC=1C=C(C=C(C1)OC)C#CC1=CN(C=2N=CN=C(C21)N)[C@@H]2CNCC2 ((S)-5-((3,5-dimethoxyphenyl)ethynyl)-7-(pyrrolidin-3-yl)-7H-pyrrolo[2,3-d]pyrimidin-4-amine), BrCC=CC(=O)Cl (4-bromobut-2-enoyl chloride). The solvent is C(Cl)(Cl)Cl (chloroform), C(Cl)(Cl)Cl (chloroform). Reaction conditions: temperature 0 celsius, time 15 minute. The product is NC=1C2=C(N=CN1)N(C=C2C#CC2=CC(=CC(=C2)OC)OC)[C@@H]2CN(CC2)C(C=CCBr)=O ((S)-1-(3-(4-amino-5-((3,5-dimethoxyphenyl)ethynyl)-7H-pyrrolo[2,3-d]pyrimidin-7-yl)pyrrolidin-1-yl)-4-bromobut-2-en-1-one), crude product. RXN SMILES: [CH3:1][O:2][C:3]1[CH:4]=[C:5]([C:11]#[C:12][C:13]2[C:21]3[C:20]([NH2:22])=[N:19][CH:18]=[N:17][C:16]=3[N:15]([C@H:23]3[CH2:27][CH2:26][NH:25][CH2:24]3)[CH:14]=2)[CH:6]=[C:7]([O:9][CH3:10])[CH:8]=1.CCN(C(C)C)C(C)C.[Br:37][CH2:38][CH:39]=[CH:40][C:41](Cl)=[O:42].C(=O)(O)[O-].[Na+]>C(Cl)(Cl)Cl>[NH2:22][C:20]1[C:21]2[C:13]([C:12]#[C:11][C:5]3[CH:4]=[C:3]([O:2][CH3:1])[CH:8]=[C:7]([O:9][CH3:10])[CH:6]=3)=[CH:14][N:15]([C@H:23]3[CH2:27][CH2:26][N:25]([C:41](=[O:42])[CH:40]=[CH:39][CH2:38][Br:37])[CH2:24]3)[C:16]=2[N:17]=[CH:18][N:19]=1 |f:3.4|. Procedure details: The crude product (100 mg) of (S)-5-((3,5-dimethoxyphenyl)ethynyl)-7-(pyrrolidin-3-yl)-7H-pyrrolo[2,3-d]pyrimidin-4-amine (i.e., the intermediate obtained in Example 38 (Step 4)) was suspended in chloroform (3.0 ml). DIPEA (117 μl) was added to the suspension, and the mixture was cooled to 0° C. A solution of 4-bromobut-2-enoyl chloride (46 mg) obtained in Example 16 (Step 1) in chloroform (0.3 ml) was added thereto dropwise, and the resulting mixture was stirred at room temperature for 15 minut...